Dataset: the Open Reaction Database (ORD), a public repository of structured organic reaction records. Task: describe an organic reaction: reactants, conditions, products, and yield Starting materials: FC1=C(C=C(C=C1)S(=O)(=O)CCC)C#C[Si](C)(C)C ({[2-Fluoro-5-(propylsulfonyl)phenyl]ethynyl}trimethyl silane), BrC1=CC(=C(C(=O)N(CCC)CC)C=C1)S(=O)(=O)C(C)C (4-bromo-N-ethyl-2-(isopropylsulfonyl)-N-propylbenzamide), BrC1=CC(=C(C(=O)N(CCC)CC)C=C1)S(=O)(=O)C(C)C (4-bromo-N-ethyl-2-(isopropylsulfonyl)-N-propylbenzamide), C(C)(C)(C)OC(COC1=C(C=C(C=C1)Cl)C#C)=O (tert-butyl(4-chloro-2-ethynylphenoxy)acetate), C(C)(C)(C)OC(COC1=C(C=C(C=C1)Cl)C#C)=O (tert-butyl(4-chloro-2-ethynylphenoxy)acetate). Reaction SMILES: FC1C=CC(S(CCC)(=O)=O)=CC=1C#C[Si](C)(C)C.[C:20]([O:24][C:25](=[O:37])[CH2:26][O:27][C:28]1[CH:33]=[CH:32][C:31]([Cl:34])=[CH:30][C:29]=1[C:35]#[CH:36])([CH3:23])([CH3:22])[CH3:21].Br[C:39]1[CH:52]=[CH:51][C:42]([C:43]([N:45]([CH2:49][CH3:50])[CH2:46][CH2:47][CH3:48])=[O:44])=[C:41]([S:53]([CH:56]([CH3:58])[CH3:57])(=[O:55])=[O:54])[CH:40]=1>>[C:20]([O:24][C:25](=[O:37])[CH2:26][O:27][C:28]1[CH:33]=[CH:32][C:31]([Cl:34])=[CH:30][C:29]=1[C:35]#[C:36][C:39]1[CH:52]=[CH:51][C:42]([C:43]([N:45]([CH2:49][CH3:50])[CH2:46][CH2:47][CH3:48])=[O:44])=[C:41]([S:53]([CH:56]([CH3:58])[CH3:57])(=[O:54])=[O:55])[CH:40]=1)([CH3:23])([CH3:22])[CH3:21]. Yields the product C(C)(C)(C)OC(COC1=C(C=C(C=C1)Cl)C#CC1=CC(=C(C=C1)C(=O)N(CCC)CC)S(=O)(=O)C(C)C)=O (tert-butyl(4-chloro-2-{[4-{[ethyl(propyl)amino]carbonyl}-3-(isopropylsulfonyl)phenyl]ethynyl}phenoxy)acetate). Reported procedure: Following the general method as outlined in Intermediate 107, starting from (4-chloro-2-ethynyl-phenoxy)-acetic acid tert-butyl ester (Intermediate 3) and 4-bromo-N-ethyl-2-(isopropylsulfonyl)-N-propylbenzamide (Intermediate 259), the title compound was obtained as a brown sticky solid after purification by flash column chromatography (silica), eluting with cyclohexane containing increasing amounts of EtOAc. The reactants are COC(=O)c1cc(O)cc2c1CC(c1ccc(O)cc1)C1CCCC21, CCO, [Na+], [OH-]. The product is O=C(O)c1cc(O)cc2c1CC(c1ccc(O)cc1)C1CCCC21. Reaction SMILES: [CH3:1][O:2][C:3](=[O:4])[c:5]1[c:6]2[c:11]([cH:12][c:13]([OH:15])[cH:14]1)[CH:10]1[CH:9]([CH:8]([c:19]3[cH:20][cH:21][c:22]([OH:25])[cH:23][cH:24]3)[CH2:7]2)[CH2:18][CH2:17][CH2:16]1.[CH3:28][CH2:29][OH:30].[Na+:27].[OH-:26]>>[O:2]=[C:3]([OH:4])[c:5]1[c:6]2[c:11]([cH:12][c:13]([OH:15])[cH:14]1)[CH:10]1[CH:9]([CH:8]([c:19]3[cH:20][cH:21][c:22]([OH:25])[cH:23][cH:24]3)[CH2:7]2)[CH2:18][CH2:17][CH2:16]1.